Dataset: the Open Reaction Database (ORD), a public repository of structured organic reaction records. Task: describe an organic reaction: reactants, conditions, products, and yield Starting materials: CC(=CC(=O)O)CCCC(CCCC(C)C)C (3,7,11-trimethyldodec-2-enoic acid), C(C(=O)Cl)(=O)Cl (oxalyl chloride), C1=CC=CC=C1 (benzene). Reaction conditions: time 2 hour. The product is CC(=CC(=O)OCC1CC1)CCCC(CCCC(C)C)C (cyclopropylmethyl 3,7,11-trimethyldodec-2-enoate). RXN SMILES: [CH3:1][C:2]([CH2:7][CH2:8][CH2:9][CH:10]([CH3:17])[CH2:11][CH2:12][CH2:13][CH:14]([CH3:16])[CH3:15])=[CH:3][C:4]([OH:6])=[O:5].C(Cl)(=O)C(Cl)=O.[CH:24]1[CH:29]=[CH:28][CH:27]=CC=1>>[CH3:1][C:2]([CH2:7][CH2:8][CH2:9][CH:10]([CH3:17])[CH2:11][CH2:12][CH2:13][CH:14]([CH3:16])[CH3:15])=[CH:3][C:4]([O:6][CH2:27][CH:28]1[CH2:24][CH2:29]1)=[O:5]. Reported procedure: To 1.56 g. of 3,7,11-trimethyldodec-2-enoic acid, under nitrogen, is added dry benzene and oxalyl chloride (2.4 g.). The mixture is stirred 2 hours and then concentrated in vacuo. To the concentrate is added fresh dry benzene and 1.6 g. of cyclopropylmethyl alcohol and the mixture stirred overnight at room temperature. The reaction is worked up by pouring into water and extracting with ether. The organic phase is washed with brine, stirred over neutral alumina (Act. III), concentrated under redu...